Task: describe an organic reaction: reactants, conditions, products, and yield. Dataset: the Open Reaction Database (ORD), a public repository of structured organic reaction records Reactants: CN(S(=O)(=O)C1=CC=C(C=C1)C(F)(F)F)C[C@@H]1CC[C@H](CC1)COS(=O)(=O)C (trans-methanesulfonic acid 4-{[methyl-(4-trifluoromethyl-benzenesulfonyl)-amino]-methyl}-cyclohexylmethyl ester), N1C=NC=C1 (imidazole), [H-].[Na+] (sodium hydride). Solvent: CN(C=O)C (N,N-dimethylformamide). Product: N1(C=NC=C1)C[C@@H]1CC[C@H](CC1)CN(S(=O)(=O)C1=CC=C(C=C1)C(F)(F)F)C (trans-N-(4-imidazol-1-ylmethyl-cyclohexylmethyl)-N-methyl-4-trifluoromethyl-benzenesulfonamide). Reaction SMILES: [CH3:1][N:2]([CH2:16][C@H:17]1[CH2:22][CH2:21][C@H:20]([CH2:23]OS(C)(=O)=O)[CH2:19][CH2:18]1)[S:3]([C:6]1[CH:11]=[CH:10][C:9]([C:12]([F:15])([F:14])[F:13])=[CH:8][CH:7]=1)(=[O:5])=[O:4].[NH:29]1[CH:33]=[CH:32][N:31]=[CH:30]1.[H-].[Na+]>CN(C)C=O>[N:29]1([CH2:23][C@H:20]2[CH2:21][CH2:22][C@H:17]([CH2:16][N:2]([CH3:1])[S:3]([C:6]3[CH:11]=[CH:10][C:9]([C:12]([F:15])([F:14])[F:13])=[CH:8][CH:7]=3)(=[O:5])=[O:4])[CH2:18][CH2:19]2)[CH:33]=[CH:32][N:31]=[CH:30]1 |f:2.3|. Procedure: In analogy to the procedure described in example 25.1, trans-methanesulfonic acid 4-{[methyl-(4-trifluoromethyl-benzenesulfonyl)-amino]-methyl}-cyclohexylmethyl ester (example 5.2) was reacted with imidazole in N,N-dimethylformamide in the presence of sodium hydride to yield trans-N-(4-imidazol-1-ylmethyl-cyclohexylmethyl)-N-methyl-4-trifluoromethyl-benzenesulfonamide as colorless solid, MS: 416 (MH+). Procedure details: An 87.2 g. portion of 4-methylthiosemicarbazide and 113.2 g. of 3-chloro-2,2-dimethylpropionic acid were suspended in 300 ml. of dioxane. The mixture was heated to 90° C. and 139.5 g. of phosphorus oxychloride was added dropwise while holding the temperature constant. After the addition was complete, the reaction mixture was stirred at 90° C. for three hours. The mixture was then allowed to cool and stand overnight at room temperature. Run at temperature 90 celsius, time 3 hour. Run in O1CCOCC1 (dioxane). Reaction SMILES: [CH3:1][NH:2][C:3](=[S:6])[NH:4][NH2:5].[Cl:7][CH2:8][C:9]([CH3:14])([CH3:13])[C:10](O)=O.P(Cl)(Cl)(Cl)=O>O1CCOCC1>[Cl:7][CH2:8][C:9]([C:14]1[S:6][C:3]([NH:2][CH3:1])=[N:4][N:5]=1)([CH3:13])[CH3:10]. The reactants are CNC(NN)=S (4-methylthiosemicarbazide), ClCC(C(=O)O)(C)C (3-chloro-2,2-dimethylpropionic acid), P(=O)(Cl)(Cl)Cl (phosphorus oxychloride). The product is ClCC(C)(C)C1=NN=C(S1)NC (5-(2-chloro-1,1-dimethylethyl)-2-methylamino-1,3,4-thiadiazole). The reactants are S1C(=CC=C1)C(=O)NN (2-thiophencarboxylic acid hydrazide), Cl.C(C)OC(CS(=O)(=O)C1=CC=CC=C1)=N (2-(phenylsulfonyl)-ethanimidic acid ethyl ester hydrochloride), C([O-])(O)=O.[Na+] (sodiumbicarbonate), [OH-].[Na+] (sodium hydoxide). Run in C(Cl)(Cl)Cl (chloroform), C(Cl)(Cl)Cl (chloroform). The product is C1(=CC=CC=C1)S(=O)(=O)CC(=N)NNC(=O)C=1SC=CC1 (thiophene-2-carboxylic acid N′-(2-benzenesulfonyl-1-imino-ethyl)-hydrazide). RXN SMILES: Cl.C(O[C:5](=[NH:16])[CH2:6][S:7]([C:10]1[CH:15]=[CH:14][CH:13]=[CH:12][CH:11]=1)(=[O:9])=[O:8])C.[OH-].[Na+].C(=O)(O)[O-].[Na+].[S:24]1[CH:28]=[CH:27][CH:26]=[C:25]1[C:29]([NH:31][NH2:32])=[O:30]>C(Cl)(Cl)Cl>[C:10]1([S:7]([CH2:6][C:5]([NH:32][NH:31][C:29]([C:25]2[S:24][CH:28]=[CH:27][CH:26]=2)=[O:30])=[NH:16])(=[O:8])=[O:9])[CH:11]=[CH:12][CH:13]=[CH:14][CH:15]=1 |f:0.1,2.3,4.5|. Reported procedure: A suspension of 13.2 g (0.05 mol) 2-(phenylsulfonyl)-ethanimidic acid ethyl ester hydrochloride in 110 ml chloroform was treated with 50 ml 1N aqueous sodium hydoxide. 20 ml of a saturated aqueous sodiumbicarbonate solution was added and the mixture was extracted with chloroform. The extracts were combined and dried with sodium sulfate and the solvents were distilled off under reduced pressure. The resulting colorless oil was stirred together with 7.82 g (0.05 mol) 2-thiophencarboxylic acid hydr... Starting materials: stannous chloride, [OH-].[Na+] (sodium hydroxide), COC1=C(C=C(C=C1)C=CC1=NC(=NO1)CCC)[N+](=O)[O-] (5-[2-(4-Methoxy-3-nitro-phenyl)-vinyl]-3-propyl-[1,2,4]oxadiazole), COC1=C(C=C(C=C1)C=CC1=NC(=NO1)CCC)[N+](=O)[O-] (5-[2-(4-Methoxy-3-nitro-phenyl)-vinyl]-3-propyl-[1,2,4]oxadiazole), stannous chloride. Solvent: C(C)(=O)OCC (ethyl acetate). Reaction conditions: time 8 hour. Yields the product COC1=C(C=C(C=C1)C=CC1=NC(=NO1)CCC)N (2-Methoxy-5-[2-(3-propyl-[1,2,4]oxadiazol-5-yl)-vinyl]-phenylamine). RXN SMILES: [CH3:1][O:2][C:3]1[CH:8]=[CH:7][C:6]([CH:9]=[CH:10][C:11]2[O:15][N:14]=[C:13]([CH2:16][CH2:17][CH3:18])[N:12]=2)=[CH:5][C:4]=1[N+:19]([O-])=O.[OH-].[Na+]>C(OCC)(=O)C>[CH3:1][O:2][C:3]1[CH:8]=[CH:7][C:6]([CH:9]=[CH:10][C:11]2[O:15][N:14]=[C:13]([CH2:16][CH2:17][CH3:18])[N:12]=2)=[CH:5][C:4]=1[NH2:19] |f:1.2|. Procedure: 5-[2-(4-Methoxy-3-nitro-phenyl)-vinyl]-3-propyl-[1,2,4]oxadiazole (compound of Example 7; 0.140 g, 0.48 mmol) was dissolved in ethyl acetate (10 mL) to which stannous chloride (0.43 g, 1.93 mmol) was added and the reaction mixture was stirred at room temperature. After 8 h, additional stannous chloride (0.32 g, 1.44 mmol) was added and the reaction mixture was stirred at room temperature for about 16-18 h. The pH of the reaction mixture was adjusted to 11 by addition of 10% sodium hydroxide and ... Starting materials: [Pb]=O (lead monoxide), C(C(O)C(O)C(=O)O)(=O)O (tartaric acid), S(O)(O)(=O)=O (sulfuric acid). Conditions: time 60 minute. Yields the product [O-2].[O-2].[O-2].[O-]S(=O)(=O)[O-].[Pb+2].[Pb+2].[Pb+2].[Pb+2] (tribasic lead sulfate). Reaction SMILES: [Pb:1]=[O:2].C(O)(=O)C(C(C(O)=O)O)[OH:5].[S:13](=[O:17])(=[O:16])([OH:15])[OH:14]>>[O-2:5].[O-2:14].[O-2:2].[O-:16][S:13]([O-:17])(=[O:15])=[O:14].[Pb+2:1].[Pb+2:1].[Pb+2:1].[Pb+2:1] |f:3.4.5.6.7.8.9.10|. Procedure: A 2-liter beaker was charged with 1175.6 ml of the lead monoxide slurry A-3 (containing 0.587 g of PbOn) and 0.7 g of powdery tartaric acid was added to the slurry under agitation with a glass vane (pH=9.7). The mixture was heated and when the temperature was elevated to about 70° C., 26.22 ml of sulfuric acid having a concentration of 3.86 mole/l was promptly added to the slurry in about 10 seconds (the pH value was 5.7 at the initial stage of addition). The temperature was maintained at 65° to... The reactants are C(C)(=O)NC(C(=O)O)=CC1=CC=CC=C1 (α-acetamidocinnamic acid), [H][H] (hydrogen), C1(=CC=CC=C1)PC1=CC=CC=C1 (diphenylphosphine), Rh(COD)2BF4. The solvent is C1CCOC1 (THF), C1CCOC1 (THF). Reaction conditions: time 20 minute. Product: C(C)(=O)N[C@@H](CC1=CC=CC=C1)C(=O)O (N-Acetyl-(S)-phenylalanine). The yield is 97.0%. Reaction SMILES: C1(PC2C=CC=CC=2)C=CC=CC=1.[C:14]([NH:17][C:18](=[CH:22][C:23]1[CH:28]=[CH:27][CH:26]=[CH:25][CH:24]=1)[C:19]([OH:21])=[O:20])(=[O:16])[CH3:15].[H][H]>C1COCC1>[C:14]([NH:17][C@H:18]([C:19]([OH:21])=[O:20])[CH2:22][C:23]1[CH:24]=[CH:25][CH:26]=[CH:27][CH:28]=1)(=[O:16])[CH3:15]. Procedure: 110 μmol of the optically active diphenylphosphine ligand of Example 3 were dissolved in 5 ml of THF and, after addition of 100 μmol of Rh(COD)2BF4, stirred at RT for 20 min. 100 mmol of α-acetamidocinnamic acid and 250 ml of THF were added to the clear yellow solution. This solution was hydrogenated under 20 bar of hydrogen at 30° C. The reaction was complete after 20 min. N-Acetyl-(S)-phenylalanine was isolated after workup in 97% yield and an optical purity of 99.6% ee. Starting materials: CN1C(NC(C=2N(C=NC12)CC1=CC=C(C=C1)C(C1=CC=C(C=C1)Cl)=O)=O)=O (3-methyl-7-[4-(4-chlorobenzoyl)-benzyl]xanthine), C([O-])([O-])=O.[K+].[K+] (potassium carbonate), C(CCC)I (butyl iodide). Run in CN(C)C=O (DMF), O (water). Product: ClC1=CC=C(C(=O)C2=CC=C(CN3C=NC=4N(C(N(C(C34)=O)CCCC)=O)C)C=C2)C=C1 (7-[4-(4-Chlorobenzoyl)benzyl]-1-butyl-3-methylxanthine). The yield is 21.0%. RXN SMILES: [CH3:1][N:2]1[C:10]2[N:9]=[CH:8][N:7]([CH2:11][C:12]3[CH:17]=[CH:16][C:15]([C:18](=[O:26])[C:19]4[CH:24]=[CH:23][C:22]([Cl:25])=[CH:21][CH:20]=4)=[CH:14][CH:13]=3)[C:6]=2[C:5](=[O:27])[NH:4][C:3]1=[O:28].C(=O)([O-])[O-].[K+].[K+].[CH2:35](I)[CH2:36][CH2:37][CH3:38]>CN(C=O)C.O>[Cl:25][C:22]1[CH:23]=[CH:24][C:19]([C:18]([C:15]2[CH:14]=[CH:13][C:12]([CH2:11][N:7]3[C:6]4[C:5](=[O:27])[N:4]([CH2:35][CH2:36][CH2:37][CH3:38])[C:3](=[O:28])[N:2]([CH3:1])[C:10]=4[N:9]=[CH:8]3)=[CH:17][CH:16]=2)=[O:26])=[CH:20][CH:21]=1 |f:1.2.3|. Reported procedure: A solution of 3-methyl-7-[4-(4-chlorobenzoyl)-benzyl]xanthine (612 mg), potassium carbonate (228 mg) and butyl iodide (430 mg) in DMF (10 ml) was stirred at 60° C. for 5 hours. This reaction mixture was poured in water and extracted with ethyl acetate. The extract was washed with water, dried, and concentrated. The residue was purified by silica gel column chromatography (hexane: ethyl acetate =1:1) and recrystallized from ethyl acetate to provide the title compound as colorless solid (147 mg). Reactants: FC1=C(OC2=CC(=NC=N2)NC(=O)N2CCC(CC2)CN2CCC2)C=CC(=C1)[N+](=O)[O-] (4-(Azetidin-1-ylmethyl)piperidine-1-carboxylic acid [6-(2-fluoro-4-nitrophenoxy)pyrimidin-4-yl]amide). Reagents/catalysts: [C].[Pd] (palladium carbon). Run in O1CCCC1 (tetrahydrofuran), CO (methanol). Reaction conditions: time 13 hour. Product: NC1=CC(=C(OC2=CC(=NC=N2)NC(=O)N2CCC(CC2)CN2CCC2)C=C1)F (4-(Azetidin-1-ylmethyl)piperidine-1-carboxylic acid [6-(4-amino-2-fluorophenoxy)pyrimidin-4-yl]amide). Isolated yield 69.9%. RXN SMILES: [F:1][C:2]1[CH:28]=[C:27]([N+:29]([O-])=O)[CH:26]=[CH:25][C:3]=1[O:4][C:5]1[N:10]=[CH:9][N:8]=[C:7]([NH:11][C:12]([N:14]2[CH2:19][CH2:18][CH:17]([CH2:20][N:21]3[CH2:24][CH2:23][CH2:22]3)[CH2:16][CH2:15]2)=[O:13])[CH:6]=1>O1CCCC1.CO.[C].[Pd]>[NH2:29][C:27]1[CH:26]=[CH:25][C:3]([O:4][C:5]2[N:10]=[CH:9][N:8]=[C:7]([NH:11][C:12]([N:14]3[CH2:19][CH2:18][CH:17]([CH2:20][N:21]4[CH2:24][CH2:23][CH2:22]4)[CH2:16][CH2:15]3)=[O:13])[CH:6]=2)=[C:2]([F:1])[CH:28]=1 |f:3.4|. Procedure details: 4-(Azetidin-1-ylmethyl)piperidine-1-carboxylic acid [6-(2-fluoro-4-nitrophenoxy)pyrimidin-4-yl]amide (340 mg) was dissolved in tetrahydrofuran (8 ml) and methanol (8 ml), and then 10% palladium carbon (170 mg) was added, followed by stirring under a hydrogen atmosphere for 13 hrs. The catalyst was filtered off and washed with methanol. The filtrate and washings were concentrated under reduced pressure to give the titled compound (221 mg) as pale yellow solid. The reactants are BrC=1C=C(C(=NC1OCCCC(C)C)C)N=CN(C)CC (N′-[5-bromo-2-methyl-6-(4-methyl-pentyloxy)-pyridin-3-yl]-N-ethyl-N-methyl-formamidine), ClC1=CC=C(C=C1)B(O)O (p-chlorophenyl boronic acid), [O-]P(=O)([O-])[O-].[K+].[K+].[K+] (K3PO4). Run in O1CCOCC1 (dioxane), O (water). Reaction conditions: temperature 100 celsius, time 5 hour. Product: ClC1=CC=C(C=C1)C=1C=C(C(=NC1OCCCC(C)C)C)N=CN(C)CC (N′-[5-(4-Chloro-phenyl)-2-methyl-6-(4-methyl-pentyloxy)-pyridin-3-yl]-N-ethyl-N-methyl-formamidine). The yield is 126.3%. Reaction SMILES: Br[C:2]1[CH:3]=[C:4]([N:16]=[CH:17][N:18]([CH2:20][CH3:21])[CH3:19])[C:5]([CH3:15])=[N:6][C:7]=1[O:8][CH2:9][CH2:10][CH2:11][CH:12]([CH3:14])[CH3:13].[Cl:22][C:23]1[CH:28]=[CH:27][C:26](B(O)O)=[CH:25][CH:24]=1.[O-]P([O-])([O-])=O.[K+].[K+].[K+]>O1CCOCC1.O>[Cl:22][C:23]1[CH:28]=[CH:27][C:26]([C:2]2[CH:3]=[C:4]([N:16]=[CH:17][N:18]([CH2:20][CH3:21])[CH3:19])[C:5]([CH3:15])=[N:6][C:7]=2[O:8][CH2:9][CH2:10][CH2:11][CH:12]([CH3:14])[CH3:13])=[CH:25][CH:24]=1 |f:2.3.4.5|. Reported procedure: In a 10 ml single-necked round-bottomed flask equipped with a condensor (equipment flame-dried), 160 mg of crude N′-[5-bromo-2-methyl-6-(4-methyl-pentyloxy)-pyridin-3-yl]-N-ethyl-N-methyl-formamidine and 77.2 mg p-chlorophenyl boronic acid are dissolved in 1.20 ml of dioxane. To this solution, 162 mg of K3PO4 in 0.60 ml of water is added at ambient temperature under Argon atmosphere. The resulting biphasic mixture is degassed under Argon atmosphere for 20 minutes, whereupon 3.0 mg of tricyclohex... Reactants: CC(C)(C)OC(=O)n1ccc2cc(OCCCCBr)ccc21, CCNCC, CN(C)C=O. The product is CCN(CC)CCCCOc1ccc2c(ccn2C(=O)OC(C)(C)C)c1. As a reaction SMILES: [C:1]([CH3:2])([CH3:3])([CH3:4])[O:5][C:6](=[O:7])[n:8]1[cH:9][cH:10][c:11]2[cH:12][c:13]([O:17][CH2:18][CH2:19][CH2:20][CH2:21][Br:22])[cH:14][cH:15][c:16]12.[CH2:23]([CH3:24])[NH:25][CH2:26][CH3:27].[O:28]=[CH:29][N:30]([CH3:31])[CH3:32]>>[C:1]([CH3:2])([CH3:3])([CH3:4])[O:5][C:6](=[O:7])[n:8]1[cH:9][cH:10][c:11]2[cH:12][c:13]([O:17][CH2:18][CH2:19][CH2:20][CH2:21][N:25]([CH2:23][CH3:24])[CH2:26][CH3:27])[cH:14][cH:15][c:16]12.